From a dataset of the Open Reaction Database (ORD), a public repository of structured organic reaction records. describe an organic reaction: reactants, conditions, products, and yield Starting materials: O=C1c2ccccc2C(=O)N1CCCCCCBr, O=C([O-])[O-], CN(C)C=O, CCOC(C)=O, [K+], [K+], CC(O)C(CCc1ccccc1O)n1cnc(C(N)=O)c1. The product is CC(O)C(CCc1ccccc1OCCCCCCN1C(=O)c2ccccc2C1=O)n1cnc(C(N)=O)c1. As a reaction SMILES: [Br:22][CH2:23][CH2:24][CH2:25][CH2:26][CH2:27][CH2:28][N:29]1[C:30](=[O:39])[c:31]2[c:32]([cH:35][cH:36][cH:37][cH:38]2)[C:33]1=[O:34].[C:40](=[O:41])([O-:42])[O-:43].[CH3:46][N:47]([CH3:48])[CH:49]=[O:50].[CH3:51][CH2:52][O:53][C:54](=[O:55])[CH3:56].[K+:44].[K+:45].[OH:1][CH:2]([CH3:3])[CH:4]([CH2:5][CH2:6][c:7]1[c:8]([OH:13])[cH:9][cH:10][cH:11][cH:12]1)[n:14]1[cH:15][n:16][c:17]([C:19](=[O:20])[NH2:21])[cH:18]1>>[OH:1][CH:2]([CH3:3])[CH:4]([CH2:5][CH2:6][c:7]1[c:8]([O:13][CH2:23][CH2:24][CH2:25][CH2:26][CH2:27][CH2:28][N:29]2[C:30](=[O:39])[c:31]3[c:32]([cH:35][cH:36][cH:37][cH:38]3)[C:33]2=[O:34])[cH:9][cH:10][cH:11][cH:12]1)[n:14]1[cH:15][n:16][c:17]([C:19](=[O:20])[NH2:21])[cH:18]1. Starting materials: CCCCCCCCCCCCCCCCCCN, C1CCOC1, NS(N)(=O)=O. The product is CCCCCCCCCCCCCCCCCCNS(N)(=O)=O. Reaction SMILES: [CH2:1]([CH2:2][CH2:3][CH2:4][CH2:5][CH2:6][CH2:7][CH2:8][CH2:9][CH2:10][CH2:11][CH2:12][CH2:13][CH2:14][CH2:15][CH2:16][CH2:17][CH3:18])[NH2:19].[CH2:25]1[O:26][CH2:27][CH2:28][CH2:29]1.[NH2:20][S:21]([NH2:22])(=[O:23])=[O:24]>>[CH2:1]([CH2:2][CH2:3][CH2:4][CH2:5][CH2:6][CH2:7][CH2:8][CH2:9][CH2:10][CH2:11][CH2:12][CH2:13][CH2:14][CH2:15][CH2:16][CH2:17][CH3:18])[NH:19][S:21]([NH2:20])(=[O:23])=[O:24].